Dataset: the Open Reaction Database (ORD), a public repository of structured organic reaction records. Task: describe an organic reaction: reactants, conditions, products, and yield The reactants are ice-salt, ClC1CCN(CC1)C (4-chloro-1-methylpiperidine), [Mg] (magnesium), CSC1=CC=2C(C3=CC=C(C=C3SC2C=C1)F)=O (2-methylthio-6-fluoro-thioxanthene-9-one). The solvent is O1CCCC1 (tetrahydrofuran). Yields the product CSC1=CC=2C(C3=CC=C(C=C3SC2C=C1)F)(O)C1CCN(CC1)C (2-methylthio-6-fluoro-9-(1-methyl-4-piperidyl)-thioxanthen-9-ol). The yield is 60.1%. RXN SMILES: Cl[CH:2]1[CH2:7][CH2:6][N:5]([CH3:8])[CH2:4][CH2:3]1.[Mg].[CH3:10][S:11][C:12]1[CH:25]=[CH:24][C:23]2[S:22][C:21]3[C:16](=[CH:17][CH:18]=[C:19]([F:26])[CH:20]=3)[C:15](=[O:27])[C:14]=2[CH:13]=1>O1CCCC1>[CH3:10][S:11][C:12]1[CH:25]=[CH:24][C:23]2[S:22][C:21]3[C:16](=[CH:17][CH:18]=[C:19]([F:26])[CH:20]=3)[C:15]([CH:2]3[CH2:7][CH2:6][N:5]([CH3:8])[CH2:4][CH2:3]3)([OH:27])[C:14]=2[CH:13]=1. Procedure details: To a Grignard-solution prepared from 130 grams of 4-chloro-1-methylpiperidine and 24 grams of magnesium turnings in 500 milliliters of dry tetrahydrofuran was added 174 grams of 2-methylthio-6-fluoro-thioxanthene-9-one in portions while stirring and cooling in an ice-salt mixture. The reaction temperature was kept below 10 degrees Centigrade. The cooling bath was then removed and the reaction mixture was stirred at 35-40 degrees Centigrade for 1.5 hours. The reaction mixture was then poured into...